This data is from the Open Reaction Database (ORD), a public repository of structured organic reaction records. The task is: describe an organic reaction: reactants, conditions, products, and yield The reactants are C1(CC1)C(CC(=O)OCC)C1=NC=NC(=C1)COC1=NC(=C(C=C1)C1=C(C=CC(=C1)OC)F)CC(C)(C)C (ethyl 3-cyclopropyl-3-(6-(((5-(2-fluoro-5-methoxyphenyl)-6-neopentylpyridin-2-yl)oxy)methyl)pyrimidin-4-yl)propanoate), [OH-].[Na+] (sodium hydroxide), Cl (hydrochloric acid). The solvent is C1CCOC1 (THF), CO (methanol). Reaction conditions: time 1 hour. Yields the product C1(CC1)C(CC(=O)O)C1=NC=NC(=C1)COC1=NC(=C(C=C1)C1=C(C=CC(=C1)OC)F)CC(C)(C)C (3-cyclopropyl-3-(6-(((6-(2,2-dimethylpropyl)-5-(2-fluoro-5-methoxyphenyl)pyridin-2-yl)oxy)methyl)pyrimidin-4-yl)propanoic acid). The yield is 97.1%. Reaction SMILES: [CH:1]1([CH:4]([C:11]2[CH:16]=[C:15]([CH2:17][O:18][C:19]3[CH:24]=[CH:23][C:22]([C:25]4[CH:30]=[C:29]([O:31][CH3:32])[CH:28]=[CH:27][C:26]=4[F:33])=[C:21]([CH2:34][C:35]([CH3:38])([CH3:37])[CH3:36])[N:20]=3)[N:14]=[CH:13][N:12]=2)[CH2:5][C:6]([O:8]CC)=[O:7])[CH2:3][CH2:2]1.[OH-].[Na+].Cl>C1COCC1.CO>[CH:1]1([CH:4]([C:11]2[CH:16]=[C:15]([CH2:17][O:18][C:19]3[CH:24]=[CH:23][C:22]([C:25]4[CH:30]=[C:29]([O:31][CH3:32])[CH:28]=[CH:27][C:26]=4[F:33])=[C:21]([CH2:34][C:35]([CH3:38])([CH3:37])[CH3:36])[N:20]=3)[N:14]=[CH:13][N:12]=2)[CH2:5][C:6]([OH:8])=[O:7])[CH2:2][CH2:3]1 |f:1.2|. Reported procedure: To a solution of ethyl 3-cyclopropyl-3-(6-(((5-(2-fluoro-5-methoxyphenyl)-6-neopentylpyridin-2-yl)oxy)methyl)pyrimidin-4-yl)propanoate (233 mg) in THF (2.0 mL) and methanol (1.0 mL) was added 1N aqueous sodium hydroxide solution (2.0 mL), and the mixture was stirred at room temperature for 1 hr. To the reaction mixture was added 1N hydrochloric acid (2.0 mL), and the mixture was extracted with ethyl acetate. The extract was washed with water and saturated brine, and dried over anhydrous magnesiu... Reactants: ClC1=C(C(=O)O)C=CC=C1 (2-chlorobenzoic acid), N1=CC=C(C=C1)C(CN)C=1C=NC(=NC1)C(F)(F)F (2-(pyridin-4-yl)-2-(2-(trifluoromethyl)pyrimidin-5-yl)ethanamine). The product is ClC1=C(C(=O)NCC(C=2C=NC(=NC2)C(F)(F)F)C2=CC=NC=C2)C=CC=C1 (2-chloro-N-(2-(pyridin-4-yl)-2-(2-(trifluoromethyl)pyrimidin-5-yl)ethyl)benzamide). As a reaction SMILES: [Cl:1][C:2]1[CH:10]=[CH:9][CH:8]=[CH:7][C:3]=1[C:4]([OH:6])=O.[N:11]1[CH:16]=[CH:15][C:14]([CH:17]([C:20]2[CH:21]=[N:22][C:23]([C:26]([F:29])([F:28])[F:27])=[N:24][CH:25]=2)[CH2:18][NH2:19])=[CH:13][CH:12]=1>>[Cl:1][C:2]1[CH:10]=[CH:9][CH:8]=[CH:7][C:3]=1[C:4]([NH:19][CH2:18][CH:17]([C:14]1[CH:15]=[CH:16][N:11]=[CH:12][CH:13]=1)[C:20]1[CH:21]=[N:22][C:23]([C:26]([F:28])([F:29])[F:27])=[N:24][CH:25]=1)=[O:6]. Procedure details: From 2-chlorobenzoic acid and 2-(pyridin-4-yl)-2-(2-(trifluoromethyl)pyrimidin-5-yl)ethanamine. LCMS (MH+): m/z=407.1, tR (minutes, Method F)=2.25 Reactants: C1CCNCC1, CCO, O=C1Cc2ccccc2N1, O=Cc1ccc2[nH]ncc2c1. Product: O=C1Nc2ccccc2C1=Cc1ccc2[nH]ncc2c1. As a reaction SMILES: [CH2:22]1[CH2:23][CH2:24][NH:25][CH2:26][CH2:27]1.[CH3:28][CH2:29][OH:30].[O:1]=[C:2]1[CH2:3][c:4]2[cH:5][cH:6][cH:7][cH:8][c:9]2[NH:10]1.[nH:11]1[n:12][cH:13][c:14]2[cH:15][c:16]([CH:20]=[O:21])[cH:17][cH:18][c:19]12>>[O:1]=[C:2]1[C:3](=[CH:20][c:16]2[cH:15][c:14]3[cH:13][n:12][nH:11][c:19]3[cH:18][cH:17]2)[c:4]2[cH:5][cH:6][cH:7][cH:8][c:9]2[NH:10]1. Reactants: BrCC1=C(C=C(C=C1)F)S(=O)(=O)N(C)C (2-bromomethyl-5-fluoro-N,N-dimethyl-benzenesulfonamide), O (H2O), [C-]#N.[Na+] (sodium cyanide). The solvent is CN(C)C=O (DMF). Yields the product C(#N)CC1=C(C=C(C=C1)F)S(=O)(=O)N(C)C (2-cyanomethyl-5-fluoro-N,N-dimethyl-benzenesulfonamide). The yield is 84.4%. Reaction SMILES: Br[CH2:2][C:3]1[CH:8]=[CH:7][C:6]([F:9])=[CH:5][C:4]=1[S:10]([N:13]([CH3:15])[CH3:14])(=[O:12])=[O:11].O.[C-:17]#[N:18].[Na+]>CN(C=O)C>[C:17]([CH2:2][C:3]1[CH:8]=[CH:7][C:6]([F:9])=[CH:5][C:4]=1[S:10]([N:13]([CH3:15])[CH3:14])(=[O:12])=[O:11])#[N:18] |f:2.3|. Reported procedure: A mixture of the product of example 32 (˜90% pure, 729 mg, 2.46 mmol) in a mixture of DMF:H2O (3 mL:2 mL) and sodium cyanide (362 mg, 7.4 mmol) was stirred at room temperature overnight. The resulting mixture was quenched with saturated NaHCO3 (12 mL) and extracted with ethylacetate (3×30 mL). The extracts were combined and washed with saturated NaCl (2×30 mL) and water (2×30 mL). The organic layer was separated, dried over anhydrous MgSO4 and concentrated under reduced pressure to give the titl... Reactants: Stannous chloride dihydrate, O1CCN(CC1)C1=C2C=CC(=NC2=C(C=C1F)[N+](=O)[O-])C (5-morpholino-6-fluoro-8-nitroquinaldine), [OH-].[Na+] (sodium hydroxide). The solvent is C(C)(=O)O (acetic acid), Cl (hydrochloric acid), O (water). The product is O1CCN(CC1)C1=C2C=CC(=NC2=C(C=C1F)N)C (5-morpholino-6-fluoro-8-aminoquinaldine). Isolated yield 80.5%. RXN SMILES: [O:1]1[CH2:6][CH2:5][N:4]([C:7]2[C:16]([F:17])=[CH:15][C:14]([N+:18]([O-])=O)=[C:13]3[C:8]=2[CH:9]=[CH:10][C:11]([CH3:21])=[N:12]3)[CH2:3][CH2:2]1.[OH-].[Na+]>C(O)(=O)C.Cl.O>[O:1]1[CH2:6][CH2:5][N:4]([C:7]2[C:16]([F:17])=[CH:15][C:14]([NH2:18])=[C:13]3[C:8]=2[CH:9]=[CH:10][C:11]([CH3:21])=[N:12]3)[CH2:3][CH2:2]1 |f:1.2|. Procedure details: Stannous chloride dihydrate (5.7 g) was added to a solution of 1.8 g of 5-morpholino-6-fluoro-8-nitroquinaldine in 30 ml of acetic acid and 20 ml of concentrated hydrochloric acid was added dropwise to the mixture with stirring. After completion of addition the mixture was stirred at room temperature for 1 hour, diluted with water and rendered alkaline with an aqueous sodium hydroxide solution to form precipitations, which then were extracted with dichloromethane, after drying over magnesium sul... Reactants: FC1=C(C#N)C=C(C=C1)C(C(F)(F)F)O (2-Fluoro-5-(2,2,2-trifluoro-1-hydroxy-ethyl)-benzonitrile), CCN(CC)S(F)(F)F (DAST). Solvent: C(Cl)Cl (DCM). The product is FC1=C(C#N)C=C(C=C1)C(C(F)(F)F)F (2-Fluoro-5-(1,2,2,2-tetrafluoro-ethyl)-benzonitrile). The yield is 100.2%. Reaction SMILES: [F:1][C:2]1[CH:9]=[CH:8][C:7]([CH:10](O)[C:11]([F:14])([F:13])[F:12])=[CH:6][C:3]=1[C:4]#[N:5].CCN(S(F)(F)[F:22])CC>C(Cl)Cl>[F:1][C:2]1[CH:9]=[CH:8][C:7]([CH:10]([F:22])[C:11]([F:14])([F:13])[F:12])=[CH:6][C:3]=1[C:4]#[N:5]. Procedure: 2-Fluoro-5-(2,2,2-trifluoro-1-hydroxy-ethyl)-benzonitrile (1 g, 4.56 mmol) in DCM (5 mL) was treated with DAST (Aldrich, 1.12 mL, 9.13 mmol) at −78° C. for 2 hours. The reaction was quenched with saturated NaHCO3 and extracted with DCM. The organic layer was washed with brine, dried over anhydrous Na2SO4, filtered and concentrated to give the crude material, purified by silica gel column (hexanes:ethyl acetate 4:1) to afford the title compound as colorless solid (1.01 g, 100%). Starting materials: COCCCOc1cc(C(=O)N(CC2CN(C(=O)OC(C)(C)C)CC2CN(C(=O)N(C)c2ccccc2)C2CC2)C(C)C)ccc1OC, Cl, C1COCCO1. The product is COCCCOc1cc(C(=O)N(CC2CNCC2CN(C(=O)N(C)c2ccccc2)C2CC2)C(C)C)ccc1OC. RXN SMILES: [C:1]([O:2][C:3](=[O:4])[N:8]1[CH2:9][CH:10]([CH2:34][N:35]([C:36](=[O:37])[N:38]([c:39]2[cH:40][cH:41][cH:42][cH:43][cH:44]2)[CH3:45])[CH:46]2[CH2:47][CH2:48]2)[CH:11]([CH2:13][N:14]([C:15]([c:16]2[cH:17][c:18]([O:24][CH2:25][CH2:26][CH2:27][O:28][CH3:29])[c:19]([O:22][CH3:23])[cH:20][cH:21]2)=[O:30])[CH:31]([CH3:32])[CH3:33])[CH2:12]1)([CH3:5])([CH3:6])[CH3:7].[ClH:49].[O:50]1[CH2:51][CH2:52][O:53][CH2:54][CH2:55]1>>[NH:8]1[CH2:9][CH:10]([CH2:34][N:35]([C:36](=[O:37])[N:38]([c:39]2[cH:40][cH:41][cH:42][cH:43][cH:44]2)[CH3:45])[CH:46]2[CH2:47][CH2:48]2)[CH:11]([CH2:13][N:14]([C:15]([c:16]2[cH:17][c:18]([O:24][CH2:25][CH2:26][CH2:27][O:28][CH3:29])[c:19]([O:22][CH3:23])[cH:20][cH:21]2)=[O:30])[CH:31]([CH3:32])[CH3:33])[CH2:12]1.